From a dataset of the Open Reaction Database (ORD), a public repository of structured organic reaction records. describe an organic reaction: reactants, conditions, products, and yield Reactants: CCCC(=O)Nc1nn(COCC[Si](C)(C)C)c2cc(-c3ccc(N(C)C)cc3)ccc12, CCCC[N+](CCCC)(CCCC)CCCC, CCOC(C)=O, [F-], C1CCOC1. The product is CCCC(=O)Nc1n[nH]c2cc(-c3ccc(N(C)C)cc3)ccc12. Reaction SMILES: [CH3:19][N:20]([c:21]1[cH:22][cH:23][c:24](-[c:27]2[cH:28][cH:29][c:30]3[c:31]([NH:44][C:45]([CH2:46][CH2:47][CH3:48])=[O:49])[n:32][n:33]([CH2:36][O:37][CH2:38][CH2:39][Si:40]([CH3:41])([CH3:42])[CH3:43])[c:34]3[cH:35]2)[cH:25][cH:26]1)[CH3:50].[CH3:2][CH2:3][CH2:4][CH2:5][N+:6]([CH2:7][CH2:8][CH2:9][CH3:10])([CH2:11][CH2:12][CH2:13][CH3:14])[CH2:15][CH2:16][CH2:17][CH3:18].[CH3:51][CH2:52][O:53][C:54](=[O:55])[CH3:56].[F-:1].[O:57]1[CH2:58][CH2:59][CH2:60][CH2:61]1>>[CH3:19][N:20]([c:21]1[cH:22][cH:23][c:24](-[c:27]2[cH:28][cH:29][c:30]3[c:31]([NH:44][C:45]([CH2:46][CH2:47][CH3:48])=[O:49])[n:32][nH:33][c:34]3[cH:35]2)[cH:25][cH:26]1)[CH3:50]. Reactants: Sodium tert.-butylate, COC=1C=C(C=CC1N1N=C(N=C1)C)N (3-methoxy-4-(3-methyl-[1,2,4]triazol-1-yl)-phenylamine), C1(CCCCC1)P(C1=C(C=CC=C1)C1=CC=CC=C1)C1CCCCC1 (2-(dicyclohexylphosphino)biphenyl), C(C1=CC=CC=C1)C1=NC(=NC(=C1)C)Cl (4-benzyl-2-chloro-6-methyl-pyrimidine), O (Water). Reagents/catalysts: C(C)(=O)[O-].[Pd+2].C(C)(=O)[O-] (Palladium(II) acetate). The solvent is O1CCOCC1 (dioxane), O1CCOCC1 (dioxane). Reaction conditions: time 25 minute. The product is C(C1=CC=CC=C1)C1=NC(=NC(=C1)C)NC1=CC(=C(C=C1)N1N=C(N=C1)C)OC ((4-Benzyl-6-methyl-pyrimidin-2-yl)-[3-methoxy-4-(3-methyl-[1,2,4]triazol-1-yl)-phenyl]-amine). Isolated yield 29.8%. As a reaction SMILES: C1(P(C2CCCCC2)C2C=CC=CC=2C2C=CC=CC=2)CCCCC1.[CH3:26][O:27][C:28]1[CH:29]=[C:30]([NH2:40])[CH:31]=[CH:32][C:33]=1[N:34]1[CH:38]=[N:37][C:36]([CH3:39])=[N:35]1.[CH2:41]([C:48]1[CH:53]=[C:52]([CH3:54])[N:51]=[C:50](Cl)[N:49]=1)[C:42]1[CH:47]=[CH:46][CH:45]=[CH:44][CH:43]=1.O>O1CCOCC1.C([O-])(=O)C.[Pd+2].C([O-])(=O)C>[CH2:41]([C:48]1[CH:53]=[C:52]([CH3:54])[N:51]=[C:50]([NH:40][C:30]2[CH:31]=[CH:32][C:33]([N:34]3[CH:38]=[N:37][C:36]([CH3:39])=[N:35]3)=[C:28]([O:27][CH3:26])[CH:29]=2)[N:49]=1)[C:42]1[CH:43]=[CH:44][CH:45]=[CH:46][CH:47]=1 |f:5.6.7|. Procedure details: Palladium(II) acetate (5.9 mg, 0.026 mmol) and 2-(dicyclohexylphosphino)biphenyl (19 mg, 0.052 mmol) were dissolved under an atmosphere of nitrogen in dioxane (2 mL). The reaction was stirred for 25 minutes at room temperature. Sodium tert.-butylate (48 mg, 0.49 mmol), 3-methoxy-4-(3-methyl-[1,2,4]triazol-1-yl)-phenylamine (67 mg, 0.33 mmol) dissolved in dioxane (1.5 mL) and 4-benzyl-2-chloro-6-methyl-pyrimidine (79 mg, 0.36 mmol) were added. The reaction was heated three times for 30 minutes to... Reactants: solution, C(CCC)[Li] (butyllithium), C1(=CC=CC=C1)C(C(=O)OC)CC (methyl 2-phenylbutyrate), C(C)(C)NC(C)C (diisopropylamine), C(C=C)Br (allyl bromide). The solvent is CCCCCC (hexane), O1CCCC1 (tetrahydrofuran), CO (methanol), O1CCCC1 (tetrahydrofuran), O1CCCC1 (tetrahydrofuran). Reaction conditions: time 15 minute. Product: C(C)C(C(=O)OC)(C1=CC=CC=C1)CC=C (methyl α-ethyl-α-2-propenylbenzeneacetate). As a reaction SMILES: C(N[CH:5]([CH3:7])[CH3:6])(C)C.C([Li])CCC.[C:13]1([CH:19]([CH2:24][CH3:25])[C:20]([O:22][CH3:23])=[O:21])[CH:18]=[CH:17][CH:16]=[CH:15][CH:14]=1.C(Br)C=C>O1CCCC1.CCCCCC.CO>[CH2:24]([C:19]([CH2:7][CH:5]=[CH2:6])([C:13]1[CH:14]=[CH:15][CH:16]=[CH:17][CH:18]=1)[C:20]([O:22][CH3:23])=[O:21])[CH3:25]. Reported procedure: To 15.4 ml of diisopropylamine in 400 ml of dry tetrahydrofuran at -20° to -30° under nitrogen atmosphere was added dropwise with stirring 64.3 ml of a 1.71 M solution of butyllithium in hexane. After stirring 15 min., the mixture was cooled to -70° and a solution of 17.8 g of methyl 2-phenylbutyrate in 100 ml of tetrahydrofuran was added dropwise. After stirring 30 min., a solution of 19.9 ml of allyl bromide in 50 ml tetrahydrofuran was added dropwise; the mixture was stirred and allowed to wa... Starting materials: COC(=O)c1ccc(Cl)c(N)c1, O=C(Cl)CCCCl, ClCCl. The product is COC(=O)c1ccc(Cl)c(NC(=O)CCCCl)c1. Reaction SMILES: [CH3:8][O:9][C:10]([c:11]1[cH:12][c:13]([NH2:18])[c:14]([Cl:17])[cH:15][cH:16]1)=[O:19].[Cl:1][CH2:2][CH2:3][CH2:4][C:5](=[O:6])[Cl:7].[Cl:20][CH2:21][Cl:22]>>[Cl:1][CH2:2][CH2:3][CH2:4][C:5](=[O:6])[NH:18][c:13]1[cH:12][c:11]([C:10]([O:9][CH3:8])=[O:19])[cH:16][cH:15][c:14]1[Cl:17]. RXN SMILES: [C:1]1([C:7]2[N:8]=[C:9]([CH2:18][CH2:19][CH:20]=O)[O:10][C:11]=2[C:12]2[CH:17]=[CH:16][CH:15]=[CH:14][CH:13]=2)[CH:6]=[CH:5][CH:4]=[CH:3][CH:2]=1.Cl.[CH2:23]([O:30][NH2:31])[C:24]1[CH:29]=[CH:28][CH:27]=[CH:26][CH:25]=1>>[CH2:23]([O:30][N:31]=[CH:20][CH2:19][CH2:18][C:9]1[O:10][C:11]([C:12]2[CH:17]=[CH:16][CH:15]=[CH:14][CH:13]=2)=[C:7]([C:1]2[CH:6]=[CH:5][CH:4]=[CH:3][CH:2]=2)[N:8]=1)[C:24]1[CH:29]=[CH:28][CH:27]=[CH:26][CH:25]=1 |f:1.2|. Starting materials: C1(=CC=CC=C1)C=1N=C(OC1C1=CC=CC=C1)CCC=O (3-(4,5-Diphenyl-1,3-oxazol-2-yl)propanal), Cl.C(C1=CC=CC=C1)ON (O-benzylhydroxylamine hydrochloride). Procedure details: The process described in Method A was followed. 3-(4,5-Diphenyl-1,3-oxazol-2-yl)propanal (416 mg, 1.5 mmol, see Pridgen L. N. et al in Tetrahedron Lett., 25(27), 2835 (1984)) and O-benzylhydroxylamine hydrochloride (319 mg, 2.0 mmol) were used to obtain the title compound. The product is C(C1=CC=CC=C1)ON=CCCC=1OC(=C(N1)C1=CC=CC=C1)C1=CC=CC=C1 (3-(4,5-Diphenyl-1,3-oxazol-2-yl)-propionaldehyde O-benzyl-oxime). Reactants: N1(CCCCC1)CC1=CC=C(N\C(\C2=CC=CC=C2)=C\2/C(NC3=CC(=CC=C23)C(=O)O)=O)C=C1 (3-Z-[1-(4-(piperidin-1-yl-methyl)-anilino)-1-phenyl-methylene]-6-carboxy-2-indolinone), C(CC)O (n-propanol). The product is N1(CCCCC1)CC1=CC=C(N\C(\C2=CC=CC=C2)=C\2/C(NC3=CC(=CC=C23)C(=O)OCCC)=O)C=C1 (3-Z-[1-(4-(piperidin-1-yl-methyl)-anilino)-1-phenyl-methylene]-6-propyloxycarbonyl-2-indolinone). As a reaction SMILES: [N:1]1([CH2:7][C:8]2[CH:34]=[CH:33][C:11]([NH:12]/[C:13](=[C:20]3\[C:21](=[O:32])[NH:22][C:23]4[C:28]\3=[CH:27][CH:26]=[C:25]([C:29]([OH:31])=[O:30])[CH:24]=4)/[C:14]3[CH:19]=[CH:18][CH:17]=[CH:16][CH:15]=3)=[CH:10][CH:9]=2)[CH2:6][CH2:5][CH2:4][CH2:3][CH2:2]1.[CH2:35](O)[CH2:36][CH3:37]>>[N:1]1([CH2:7][C:8]2[CH:9]=[CH:10][C:11]([NH:12]/[C:13](=[C:20]3\[C:21](=[O:32])[NH:22][C:23]4[C:28]\3=[CH:27][CH:26]=[C:25]([C:29]([O:31][CH2:35][CH2:36][CH3:37])=[O:30])[CH:24]=4)/[C:14]3[CH:15]=[CH:16][CH:17]=[CH:18][CH:19]=3)=[CH:33][CH:34]=2)[CH2:6][CH2:5][CH2:4][CH2:3][CH2:2]1. Procedure details: Prepared from 3-Z-[1-(4-(piperidin-1-yl-methyl)-anilino)-1-phenyl-methylene]-6-carboxy-2-indolinone and n-propanol Rf value: 0.7 (silica gel, methylene chloride/methanol=5:1) C31H33N3O3 Reactants: O (H2O), Cl.Cl.C(C)(C)N1CCN(CC1)C(=O)C1=CC=C(C=C1)CN1CCOCC1 ((4-isopropyl-piperazin-1-yl)-(4-morpholin-4-ylmethyl-phenyl)-methanone, dihydrochloride), CC(C)(C)OC (MTBE). The solvent is CCO (EtOH). Run at temperature 78 celsius. The product is O.Cl.Cl.C(C)(C)N1CCN(CC1)C(=O)C1=CC=C(C=C1)CN1CCOCC1 ((4-Isopropyl-piperazin-1-yl)-(4-morpholin-4-ylmethyl-phenyl)-methanone, dihydrochloride monohydrate). As a reaction SMILES: [ClH:1].Cl.[CH:3]([N:6]1[CH2:11][CH2:10][N:9]([C:12]([C:14]2[CH:19]=[CH:18][C:17]([CH2:20][N:21]3[CH2:26][CH2:25][O:24][CH2:23][CH2:22]3)=[CH:16][CH:15]=2)=[O:13])[CH2:8][CH2:7]1)([CH3:5])[CH3:4].O.CC(OC)(C)C>CCO>[OH2:13].[ClH:1].[ClH:1].[CH:3]([N:6]1[CH2:11][CH2:10][N:9]([C:12]([C:14]2[CH:15]=[CH:16][C:17]([CH2:20][N:21]3[CH2:22][CH2:23][O:24][CH2:25][CH2:26]3)=[CH:18][CH:19]=2)=[O:13])[CH2:8][CH2:7]1)([CH3:5])[CH3:4] |f:0.1.2,6.7.8.9|. Procedure details: A suspension of crude (4-isopropyl-piperazin-1-yl)-(4-morpholin-4-ylmethyl-phenyl)-methanone, dihydrochloride (2.1 g, 5.2 mmol) in absolute EtOH (30 mL) was heated to 78° C. and H2O (2.2 mL) was added. The resulting solution was cooled to room temperature and MTBE (5 mL) was added. The resulting suspension was cooled to 0° C. and filtered. The filter cake was washed with MeOH (15 mL). The solids were dried in a vacuum oven at 105° C. for 20 h to yield the title compound as a white solid. Reactants: C1CCOC1, CCc1sc(C(=O)O)cc1-c1ccccc1, [Li]C. Product: CCc1sc(C(C)=O)cc1-c1ccccc1. As a reaction SMILES: [CH2:19]1[O:20][CH2:21][CH2:22][CH2:23]1.[CH2:1]([CH3:2])[c:3]1[c:4](-[c:11]2[cH:12][cH:13][cH:14][cH:15][cH:16]2)[cH:5][c:6]([C:8](=[O:9])[OH:10])[s:7]1.[CH3:17][Li:18]>>[CH2:1]([CH3:2])[c:3]1[c:4](-[c:11]2[cH:12][cH:13][cH:14][cH:15][cH:16]2)[cH:5][c:6]([C:8](=[O:10])[CH3:17])[s:7]1.